Task: describe an organic reaction: reactants, conditions, products, and yield. Dataset: the Open Reaction Database (ORD), a public repository of structured organic reaction records Reactants: NC1=C(C=C(C=C1)S(=O)(=O)N(C=1SC=CN1)CC1=CC=C(C=C1)OC)OCC(C)=O (4-amino-N-(4-methoxybenzyl)-3-(2-oxopropoxy)-N-(thiazol-2-yl)benzenesulfonamide), C(#N)C1=C(C=CC(=C1)C(F)(F)F)N1C2=C(O[C@@H](C1)C)C=C(C=C2)S(=O)(=O)NC=2SC=CN2 ((R)-4-(2-Cyano-4-(Trifluoromethyl)Phenyl)-2-Methyl-N-(Thiazol-2-Yl)-3,4-Dihydro-2H-Benzo[B][1,4]Oxazine-7-Sulfonamide). Product: COC1=CC=C(CN(S(=O)(=O)C=2C=CC3=C(OCC(N3)C)C2)C=2SC=CN2)C=C1 (N-(4-methoxybenzyl)-3-methyl-N-(thiazol-2-yl)-3,4-dihydro-2H-benzo[b][1,4]oxazine-7-sulfonamide). Reaction SMILES: [NH2:1][C:2]1[CH:7]=[CH:6][C:5]([S:8]([N:11]([CH2:17][C:18]2[CH:23]=[CH:22][C:21]([O:24][CH3:25])=[CH:20][CH:19]=2)[C:12]2[S:13][CH:14]=[CH:15][N:16]=2)(=[O:10])=[O:9])=[CH:4][C:3]=1[O:26][CH2:27][C:28](=O)[CH3:29].C(C1C=C(C(F)(F)F)C=CC=1N1C[C@@H](C)OC2C=C(S(NC3SC=CN=3)(=O)=O)C=CC1=2)#N>>[CH3:25][O:24][C:21]1[CH:22]=[CH:23][C:18]([CH2:17][N:11]([C:12]2[S:13][CH:14]=[CH:15][N:16]=2)[S:8]([C:5]2[CH:6]=[CH:7][C:2]3[NH:1][CH:28]([CH3:29])[CH2:27][O:26][C:3]=3[CH:4]=2)(=[O:10])=[O:9])=[CH:19][CH:20]=1. Procedure: N-(4-methoxybenzyl)-3-methyl-N-(thiazol-2-yl)-3,4-dihydro-2H-benzo[b][1,4]oxazine-7-sulfonamide was prepared from 4-amino-N-(4-methoxybenzyl)-3-(2-oxopropoxy)-N-(thiazol-2-yl)benzenesulfonamide in a similar manner to that described for the synthesis of INTERMEDIATE R. Starting materials: C(C1=CC=CC=C1)OC(=O)NCC[B-](F)(F)F.[K+] (potassium (2-(benzyloxycarbonylamino)ethyl)trifluoroborate), C([O-])([O-])=O.[Cs+].[Cs+] (cesium carbonate), FC(S(=O)(=O)OC1=CC=2C(C(CCC2C=C1)NC(=O)OCC)CC1=CC(=CC=C1)Cl)(F)F (8-(3-chlorobenzyl)-7-(ethoxycarbonylamino)-5,6,7,8-tetrahydronaphthalen-2-yl trifluoromethanesulfonate), 2-dicyclohexyphosphino-2′,6′-di-i-propoxy-1,1′-biphenyl. Reagents/catalysts: CC(=O)[O-].CC(=O)[O-].[Pd+2] (Pd(OAc)2). Run in C1(=CC=CC=C1)C.O (toluene water). The product is C(C)OC(NC1C(C2=CC(=CC=C2CC1)CCNC(=O)OCC1=CC=CC=C1)CC1=CC(=CC=C1)Cl)=O ([7-(2-Benzyloxycarbonylamino-ethyl)-1-(3-chloro-benzyl)-1,2,3,4-tetrahydronaphthalen-2-yl]-carbamic acid ethyl ester). Yield: 75.6%. Reaction SMILES: [CH2:1]([O:8][C:9]([NH:11][CH2:12][CH2:13][B-](F)(F)F)=[O:10])[C:2]1[CH:7]=[CH:6][CH:5]=[CH:4][CH:3]=1.[K+].C(=O)([O-])[O-].[Cs+].[Cs+].FC(F)(F)S(O[C:31]1[CH:40]=[CH:39][C:38]2[CH2:37][CH2:36][CH:35]([NH:41][C:42]([O:44][CH2:45][CH3:46])=[O:43])[CH:34]([CH2:47][C:48]3[CH:53]=[CH:52][CH:51]=[C:50]([Cl:54])[CH:49]=3)[C:33]=2[CH:32]=1)(=O)=O>C1(C)C=CC=CC=1.O.CC([O-])=O.CC([O-])=O.[Pd+2]>[CH2:45]([O:44][C:42](=[O:43])[NH:41][CH:35]1[CH2:36][CH2:37][C:38]2[C:33](=[CH:32][C:31]([CH2:13][CH2:12][NH:11][C:9]([O:8][CH2:1][C:2]3[CH:7]=[CH:6][CH:5]=[CH:4][CH:3]=3)=[O:10])=[CH:40][CH:39]=2)[CH:34]1[CH2:47][C:48]1[CH:53]=[CH:52][CH:51]=[C:50]([Cl:54])[CH:49]=1)[CH3:46] |f:0.1,2.3.4,6.7,8.9.10|. Procedure: A mixture of potassium (2-(benzyloxycarbonylamino)ethyl)trifluoroborate (1,130 g, 3.96 mmol), cesium carbonate (2.58 g, 7.93 mmol), 8-(3-chlorobenzyl)-7-(ethoxycarbonylamino)-5,6,7,8-tetrahydronaphthalen-2-yl trifluoromethanesulfonate (1.3 g, 2.64 mmol), Pd(OAc)2 (0.030 g, 0.132 mmol) and 2-dicyclohexyphosphino-2′,6′-di-i-propoxy-1,1′-biphenyl (0.130 g, 0.264 mmol) under N2 in toluene/water 3:1 (15 ml) was heated to refluxed for 13 h. The reaction was filtered, the solvent evaporated and the res... The reactants are COC1=CC=C2CCC(CC2=C1)=O (7-methoxy-2-tetralone), C(CC)N (n-propylamine), C(C)(=O)O (acetic acid), 3A. Run in C(C)O (ethanol). Product: COC1=CC=C2CCC(CC2=C1)NCCC (7-Methoxy-2-(N-n-propylamino)-tetralin). Isolated yield 61.0%. Reaction SMILES: [CH3:1][O:2][C:3]1[CH:12]=[C:11]2[C:6]([CH2:7][CH2:8][C:9](=O)[CH2:10]2)=[CH:5][CH:4]=1.[CH2:14]([NH2:17])[CH2:15][CH3:16].C(O)(=O)C>C(O)C>[CH3:1][O:2][C:3]1[CH:12]=[C:11]2[C:6]([CH2:7][CH2:8][CH:9]([NH:17][CH2:14][CH2:15][CH3:16])[CH2:10]2)=[CH:5][CH:4]=1. Reported procedure: A solution of 7-methoxy-2-tetralone (32 mmol. 5 g), n-propylamine (60 mmol. 5 mL), acetic acid (60 mmol. 4 mL), molecular sieves 3A (5 g) in ethanol (25 mL) was stirred at room temperature for 2.5 hrs. The solution was filtered on paper in a Paar bottle and the reduction was carried out with PtO2 (100 mg) as the catalyst, under 30 PSI of hydrogen. When the pressure dropped to 6 PSI (30 min.), the catalyst was removed by elution onto a column (celite 545) with chloroform. The eluent was concentra... The reactants are COC(=O)c1cccc(S(C)(=N)=O)c1, CCN(C(C)C)C(C)C, Cc1cc(C(=O)Nc2cccc(C#Cc3cc(C(=O)O)cnc3N)c2)n(C)n1, CN(C)C=O. The product is COC(=O)c1cccc(S(C)(=O)=NC(=O)c2cnc(N)c(C#Cc3cccc(NC(=O)c4cc(C)nn4C)c3)c2)c1. Reaction SMILES: [CH3:29][S:30](=[O:31])(=[NH:32])[c:33]1[cH:34][c:35]([C:36](=[O:37])[O:38][CH3:39])[cH:40][cH:41][cH:42]1.[CH:43]([N:44]([CH2:45][CH3:46])[CH:47]([CH3:48])[CH3:49])([CH3:50])[CH3:51].[NH2:1][c:2]1[n:3][cH:4][c:5]([C:6](=[O:7])[OH:8])[cH:9][c:10]1[C:11]#[C:12][c:13]1[cH:14][c:15]([NH:19][C:20](=[O:21])[c:22]2[cH:23][c:24]([CH3:28])[n:25][n:26]2[CH3:27])[cH:16][cH:17][cH:18]1.[O:52]=[CH:53][N:54]([CH3:55])[CH3:56]>>[NH2:1][c:2]1[n:3][cH:4][c:5]([C:6](=[O:7])[N:32]=[S:30]([CH3:29])(=[O:31])[c:33]2[cH:34][c:35]([C:36](=[O:37])[O:38][CH3:39])[cH:40][cH:41][cH:42]2)[cH:9][c:10]1[C:11]#[C:12][c:13]1[cH:14][c:15]([NH:19][C:20](=[O:21])[c:22]2[cH:23][c:24]([CH3:28])[n:25][n:26]2[CH3:27])[cH:16][cH:17][cH:18]1. Procedure details: 16.8 g of 2-ethoxy-6-bromopyridine were introduced into 220 ml of tetrahydrofuran at -75° C. 54.4 ml of n-butyllithium (1.6-molar solution in n-hexane) were added dropwise at this temperature. Stirring was continued for two hours at -75° C., and 7.6 g of N,N-dimethylacetamide were added dropwise at this temperature. The mixture was stirred for a further hour at -75° C. and then warmed to -10° C., and first approximately 170 ml of 20 percent strength aqueous ammonium chloride solution and then 20... Yields the product C(C)OC1=NC(=CC=C1)C(C)=O (2-ethoxy-6-acetylpyridine). Run at temperature -10 celsius, time 2 hour. As a reaction SMILES: [CH2:1]([O:3][C:4]1[CH:9]=[CH:8][CH:7]=[C:6](Br)[N:5]=1)[CH3:2].[O:11]1CC[CH2:13][CH2:12]1.C([Li])CCC.[Cl-].[NH4+]>O.CN(C)C(=O)C>[CH2:1]([O:3][C:4]1[CH:9]=[CH:8][CH:7]=[C:6]([C:12](=[O:11])[CH3:13])[N:5]=1)[CH3:2] |f:3.4|. Reactants: C(C)OC1=NC(=CC=C1)Br (2-ethoxy-6-bromopyridine), O1CCCC1 (tetrahydrofuran), [Cl-].[NH4+] (ammonium chloride), C(CCC)[Li] (n-butyllithium). The solvent is O (water), CN(C(C)=O)C (N,N-dimethylacetamide).